Dataset: the Open Reaction Database (ORD), a public repository of structured organic reaction records. Task: describe an organic reaction: reactants, conditions, products, and yield Starting materials: O=C1CCC2=CC(=CC=C12)S(=O)(=O)N (1-keto-5-indanesulfonamide), [BH4-].[Na+] (NaBH4). The solvent is CO (methanol). Reaction conditions: time 30 minute. Yields the product OC1CCC2=CC(=CC=C12)S(=O)(=O)N (1-Hydroxy-5-indanesulfonamide). Isolated yield 84.4%. Reaction SMILES: [O:1]=[C:2]1[C:10]2[C:5](=[CH:6][C:7]([S:11]([NH2:14])(=[O:13])=[O:12])=[CH:8][CH:9]=2)[CH2:4][CH2:3]1.[BH4-].[Na+]>CO>[OH:1][CH:2]1[C:10]2[C:5](=[CH:6][C:7]([S:11]([NH2:14])(=[O:12])=[O:13])=[CH:8][CH:9]=2)[CH2:4][CH2:3]1 |f:1.2|. Reported procedure: To a stirred solution of 1-keto-5-indanesulfonamide (6.3 g, 30 mmol), in 120 ml of 50% aqueous methanol at 0° C. was added NaBH4 (1.1 g, 30 mmol) in several portions. The cooling bath was removed and the mixture allowed to stir at room temperature for 30 minutes. After removal of the methanol in vacuo, the residue was extracted with ethyl acetate (4×75 ml) and the combined organic phase dried (Na2SO4). Filtration, followed by evaporation of the solvent, gave 5.4 g (84%) of product as a white sol...